Dataset: the Open Reaction Database (ORD), a public repository of structured organic reaction records. Task: describe an organic reaction: reactants, conditions, products, and yield Reaction SMILES: [F-].C([N+](CCCC)(CCCC)CCCC)CCC.[Br:19][C:20]1[CH:21]=[C:22]2[CH:28]=[CH:27][N:26]([Si](C(C)(C)C)(C)C)[C:23]2=[N:24][CH:25]=1>O1CCCC1>[Br:19][C:20]1[CH:21]=[C:22]2[CH:28]=[CH:27][NH:26][C:23]2=[N:24][CH:25]=1 |f:0.1|. Conditions: temperature 25 celsius, time 30 minute. Run in O1CCCC1 (tetrahydrofuran). Product: BrC=1C=C2C(=NC1)NC=C2 (5-bromo-1H-pyrrolo[2,3-b]pyridine). The reactants are [F-].C(CCC)[N+](CCCC)(CCCC)CCCC (Tetrabutylammonium fluoride), BrC=1C=C2C(=NC1)N(C=C2)[Si](C)(C)C(C)(C)C (5-bromo-1-(tert-butyl-dimethyl-silanyl)-1H-pyrrolo[2,3-b]pyridine). Procedure: Tetrabutylammonium fluoride (1 M solution in tetrahydrofuran) (58.5 mL, 58.5 mmol) was added to a solution of 5-bromo-1-(tert-butyl-dimethyl-silanyl)-1H-pyrrolo[2,3-b]pyridine (16.5 g, 53 mmol) in tetrahydrofuran (15 mL) at 25° C. The mixture was stirred at 25° C. for 30 min and then extracted with ethyl acetate, washed with water, brine, dried over anhydrous sodium sulfate. The solvent was evaporated in vacuo to afford 5-bromo-1H-pyrrolo[2,3-b]pyridine (7.4 g, 71%) as a light yellow solid: LC/M... Isolated yield 70.9%. The reactants are [N+](=O)([O-])C1=C(C=CC=C1)C(C)=O (1-(2-Nitrophenyl)ethanone), C(=O)C1CCN(CC1)C(=O)OC(C)(C)C (tert-butyl 4-formylpiperidine-1-carboxylate). The reagents and catalysts are [O-]CC.[Na+] (sodium ethoxide). Run in O1CCCC1 (tetrahydrofuran), C(C)O (ethanol). Reaction conditions: time 18 hour. Product: [N+](=O)([O-])C1=C(C=CC=C1)C(\C=C/C1CCN(CC1)C(=O)OC(C)(C)C)=O ((Z)-tert-Butyl 4-(3-(2-nitrophenyl)-3-oxoprop-1-enyl)piperidine-1-carboxylate). Isolated yield 57.3%. As a reaction SMILES: [N+:1]([C:4]1[CH:9]=[CH:8][CH:7]=[CH:6][C:5]=1[C:10](=[O:12])[CH3:11])([O-:3])=[O:2].[CH:13]([CH:15]1[CH2:20][CH2:19][N:18]([C:21]([O:23][C:24]([CH3:27])([CH3:26])[CH3:25])=[O:22])[CH2:17][CH2:16]1)=O>O1CCCC1.[O-]CC.[Na+].C(O)C>[N+:1]([C:4]1[CH:9]=[CH:8][CH:7]=[CH:6][C:5]=1[C:10](=[O:12])/[CH:11]=[CH:13]\[CH:15]1[CH2:20][CH2:19][N:18]([C:21]([O:23][C:24]([CH3:25])([CH3:27])[CH3:26])=[O:22])[CH2:17][CH2:16]1)([O-:3])=[O:2] |f:3.4|. Reported procedure: 1-(2-Nitrophenyl)ethanone (1.04 g) and tert-butyl 4-formylpiperidine-1-carboxylate (1.47 g) were suspended in dry tetrahydrofuran (20 mL) and 20 drops of sodium ethoxide in ethanol (21% by weight) was added. The reaction mixture was stirred at room temperature for 18 hours and concentrated under reduced pressure to afford the crude material, which was purified by flash column chromatography (eluant: 15% ethyl acetate/hexane) to furnish the title compound (1.30 g) with the following physical prop...